Task: describe an organic reaction: reactants, conditions, products, and yield. Dataset: the Open Reaction Database (ORD), a public repository of structured organic reaction records The reactants are OC1[C@@H]([C@@H](O)[C@@H](O)[C@H](O1)CO)NC(=O)C (GalNAc), C1=CN(C(=O)NC1=O)[C@H]2[C@@H]([C@@H]([C@H](O2)COP(=O)([O-])OP(=O)([O-])O[C@@H]3[C@@H]([C@H]([C@@H]([C@H](O3)C(=O)[O-])O)O)O)O)O.[Na+].[Na+].[Na+] (UDP-GlcA), CC(=O)N[C@@H]1[C@H]([C@H]([C@H](O[C@@H]1OP(=O)(O)OP(=O)(O)OC[C@@H]2[C@H]([C@H]([C@@H](O2)N3C=CC(=O)NC3=O)O)O)CO)O)O (UDP-GalNAc). Product: OC1[C@H](O)[C@@H](O)[C@H](O)[C@H](O1)C(O)=O (GlcA). RXN SMILES: OC1O[C@H](CO)[C@H](O)[C@H](O)[C@H]1NC(C)=O.C1C(=O)NC(=O)N([C@@H]2O[C@H](COP(OP([O:38][C@H:39]3[O:44][C@H:43]([C:45]([O-:47])=[O:46])[C@@H:42]([OH:48])[C@H:41]([OH:49])[C@H:40]3[OH:50])([O-])=O)([O-])=O)[C@@H](O)[C@H]2O)C=1.[Na+].[Na+].[Na+].CC(N[C@H]1[C@@H](OP(OP(OC[C@H]2O[C@@H](N3C(=O)NC(=O)C=C3)[C@H](O)[C@@H]2O)(O)=O)(O)=O)O[C@H](CO)[C@H](O)[C@@H]1O)=O>>[OH:38][CH:39]1[O:44][C@H:43]([C:45](=[O:46])[OH:47])[C@@H:42]([OH:48])[C@H:41]([OH:49])[C@H:40]1[OH:50] |f:1.2.3.4|. Procedure details: Saccharide chain fractions were prepared in the same manner as that of (A) except that UDP-GlcA was added again instead of UDP-GalNAc to prepare sample solutions for MS. Reactants: CC1(C(=[N+](C=2C=CC3=C(C12)C=C(C=C3S(=O)(=O)[O-])S(=O)(=O)[O-])CCCS(=O)(=O)[O-])C)C.[Na+].[Na+] (Sodium 1,1,2-Trimethyl-3-(3-sulfonatopropyl)-1H-benzo[e]indolium-6,8-disulfonate), C1CCS(=O)(=O)OC1 (1,4-butanesultone). Product: CC1(C(=[N+](C=2C=CC3=C(C12)C=C(C=C3S(=O)(=O)[O-])S(=O)(=O)[O-])CCC(C)S(=O)(=O)[O-])C)C.[Na+].[Na+] (Sodium 1,1,2-Trimethyl-3-(3-sulfonatobutyl)-1H-benzo[e]indolium-6,8-disulfonate). As a reaction SMILES: [CH3:1][C:2]1([CH3:31])[C:10]2[C:9]3[CH:11]=[C:12]([S:19]([O-:22])(=[O:21])=[O:20])[CH:13]=[C:14]([S:15]([O-:18])(=[O:17])=[O:16])[C:8]=3[CH:7]=[CH:6][C:5]=2[N+:4]([CH2:23][CH2:24][CH2:25][S:26]([O-:29])(=[O:28])=[O:27])=[C:3]1[CH3:30].[Na+:32].[Na+].[CH2:34]1COS(=O)(=O)CC1>>[CH3:1][C:2]1([CH3:31])[C:10]2[C:9]3[CH:11]=[C:12]([S:19]([O-:22])(=[O:20])=[O:21])[CH:13]=[C:14]([S:15]([O-:18])(=[O:16])=[O:17])[C:8]=3[CH:7]=[CH:6][C:5]=2[N+:4]([CH2:23][CH2:24][CH:25]([S:26]([O-:29])(=[O:28])=[O:27])[CH3:34])=[C:3]1[CH3:30].[Na+:32].[Na+:32] |f:0.1.2,4.5.6|. Reported procedure: Compound 4 was prepared analogously to compound 3 (Example 3), except that 1,4-butanesultone is used as a starting material. The reactants are C(C)C(CC)C=1C=2N(N=C(C1)C)C(=C(N2)C)C2=C(N=C(S2)Br)C (8-(1-ethyl-propyl)-3-[2-bromo-4-methyl-5-thiazolyl]-2,6-dimethyl-imidazo[1,2-b]pyridazine), N (NH3), Teflon. The reagents and catalysts are [Cu-]=O (copper (I) oxide). Run in CO (MeOH). Run at temperature 130 celsius. The product is C(C)C(CC)C=1C=2N(N=C(C1)C)C(=C(N2)C)C2=C(N=C(S2)N)C (5-[8-(1-ethyl-propyl)-2,6-dimethyl-imidazo[1,2-b]pyridazin-3-yl]-4-methyl-thiazol-2-ylamine). The yield is 54.0%. Reaction SMILES: [CH2:1]([CH:3]([C:6]1[C:7]2[N:8]([C:13]([C:17]3[S:21][C:20](Br)=[N:19][C:18]=3[CH3:23])=[C:14]([CH3:16])[N:15]=2)[N:9]=[C:10]([CH3:12])[CH:11]=1)[CH2:4][CH3:5])[CH3:2].[NH3:24]>CO.[Cu-]=O>[CH2:1]([CH:3]([C:6]1[C:7]2[N:8]([C:13]([C:17]3[S:21][C:20]([NH2:24])=[N:19][C:18]=3[CH3:23])=[C:14]([CH3:16])[N:15]=2)[N:9]=[C:10]([CH3:12])[CH:11]=1)[CH2:4][CH3:5])[CH3:2]. Procedure details: 50 mg of 8-(1-ethyl-propyl)-3-[2-bromo-4-methyl-5-thiazolyl]-2,6-dimethyl-imidazo[1,2-b]pyridazine (0.13 mmol) and 10 mg of copper (I) oxide are added to 3 ml of 2 M NH3 in MeOH and vial is capped with a Teflon® lined cap, heated at 130° C. for overnight. The reaction mixture is concentrated under N2 gas and applied onto a silica-gel chromatography column (Hexane:AcOEt:2 M NH3 in MeOH=20:20:1) to give 22 mg of the title compound. Yield 54%: mass spectrum (m/e): 330 (M+1); 1H-NMR (CDCl3): 6.72 (s... The product is O1CCNCC12CCN(CC2)CC2=CC(=CS2)CCN(C(OC(C)(C)C)=O)C[C@@H](C2=CC=C(C=1NC(SC12)=O)O)O ((R)-tert-Butyl 2-(5-(1-oxa-4,9-diazaspiro[5.5]undecan-9-ylmethyl)thiophen-3-yl)ethyl(2-hydroxy-2-(4-hydroxy-2-oxo-2,3-dihydrobenzo[d]thiazol-7-yl)ethyl)carbamate). Reactants: N (ammonia), O[C@@H](CN(C(OC(C)(C)C)=O)CCC1=CSC(=C1)CN1CCC2(CN(CCO2)C(C(F)(F)F)=O)CC1)C1=CC=C(C=2NC(SC21)=O)O ((R)-tert-butyl 2-hydroxy-2-(4-hydroxy-2-oxo-2,3-dihydrobenzo[d]thiazol-7-yl)ethyl(2-(5-((4-(2,2,2-trifluoroacetyl)-1-oxa-4,9-diazaspiro[5.5]undecan-9-yl)methyl)thiophen-3-yl)ethyl)carbamate). Reported procedure: 35% Aqueous ammonia (5 mL) was added to (R)-tert-butyl 2-hydroxy-2-(4-hydroxy-2-oxo-2,3-dihydrobenzo[d]thiazol-7-yl)ethyl(2-(5-((4-(2,2,2-trifluoroacetyl)-1-oxa-4,9-diazaspiro[5.5]undecan-9-yl)methyl)thiophen-3-yl)ethyl)carbamate (Example 264, step c) (0.2 g). After 40 min at 20° C. the solution was concentrated to ˜1 mL and the slurry added to a C18 (10 g) cartridge washing with water (20 mL), then eluting the product with methanol. The fractions containing product were combined and evaporated ... RXN SMILES: N.[OH:2][C@H:3]([C:38]1[C:46]2[S:45][C:44](=[O:47])[NH:43][C:42]=2[C:41]([OH:48])=[CH:40][CH:39]=1)[CH2:4][N:5]([CH2:13][CH2:14][C:15]1[CH:19]=[C:18]([CH2:20][N:21]2[CH2:37][CH2:36][C:24]3([O:29][CH2:28][CH2:27][N:26](C(=O)C(F)(F)F)[CH2:25]3)[CH2:23][CH2:22]2)[S:17][CH:16]=1)[C:6](=[O:12])[O:7][C:8]([CH3:11])([CH3:10])[CH3:9]>>[O:29]1[C:24]2([CH2:23][CH2:22][N:21]([CH2:20][C:18]3[S:17][CH:16]=[C:15]([CH2:14][CH2:13][N:5]([CH2:4][C@H:3]([OH:2])[C:38]4[C:46]5[S:45][C:44](=[O:47])[NH:43][C:42]=5[C:41]([OH:48])=[CH:40][CH:39]=4)[C:6](=[O:12])[O:7][C:8]([CH3:11])([CH3:10])[CH3:9])[CH:19]=3)[CH2:37][CH2:36]2)[CH2:25][NH:26][CH2:27][CH2:28]1. Reactants: OCC(C(=O)OCC)C(C)C=1C=NC=CC1 (ethyl 2-(hydroxymethyl)-3-(3-pyridyl)-butyrate), NC(=S)N (thiourea), [O-]CC.[Na+] (sodium ethoxide). Product: N1=CC(=CC=C1)C(C)C=1C(NC(NC1)=S)=O (5-(1-(3-pyridyl)ethyl)-2-thiouracil). As a reaction SMILES: [OH:1][CH2:2][CH:3]([CH:9]([C:11]1[CH:12]=[N:13][CH:14]=[CH:15][CH:16]=1)[CH3:10])[C:4](OCC)=O.[NH2:17][C:18]([NH2:20])=[S:19].[O-]CC.[Na+]>>[N:13]1[CH:14]=[CH:15][CH:16]=[C:11]([CH:9]([C:3]2[C:2](=[O:1])[NH:17][C:18](=[S:19])[NH:20][CH:4]=2)[CH3:10])[CH:12]=1 |f:2.3|. Procedure details: Treatment of ethyl 2-(hydroxymethyl)-3-(3-pyridyl)-butyrate with thiourea and sodium ethoxide, followed by acidification gave 5-(1-(3-pyridyl)ethyl)-2-thiouracil m.p. 225°-228°.